Dataset: the Open Reaction Database (ORD), a public repository of structured organic reaction records. Task: describe an organic reaction: reactants, conditions, products, and yield Starting materials: CCOCC, [Ni], Cc1sc(C(=O)OCc2ccc3c(c2)OCO3)cc1[N+](=O)[O-], C1CCOC1. RXN SMILES: [CH3:28][CH2:29][O:30][CH2:31][CH3:32].[Ni:33].[O:1]1[CH2:2][O:3][c:4]2[c:5]1[cH:6][cH:7][c:8]([CH2:10][O:11][C:12](=[O:13])[c:14]1[s:15][c:16]([CH3:22])[c:17]([N+:19]([O-:20])=[O:21])[cH:18]1)[cH:9]2.[O:23]1[CH2:24][CH2:25][CH2:26][CH2:27]1>>[O:1]1[CH2:2][O:3][c:4]2[c:5]1[cH:6][cH:7][c:8]([CH2:10][O:11][C:12](=[O:13])[c:14]1[s:15][c:16]([CH3:22])[c:17]([NH2:19])[cH:18]1)[cH:9]2. Yields the product Cc1sc(C(=O)OCc2ccc3c(c2)OCO3)cc1N. Starting materials: CCOC(=O)OCC, O=C1CCCCCCCCCCCCCC1, [H-], [Na+]. Yields the product CCOC(=O)C1CCCCCCCCCCCCCC1=O. As a reaction SMILES: [C:17]([O:18][CH2:19][CH3:20])([O:21][CH2:23][CH3:24])=[O:22].[C:1]1(=[O:16])[CH2:2][CH2:3][CH2:4][CH2:5][CH2:6][CH2:7][CH2:8][CH2:9][CH2:10][CH2:11][CH2:12][CH2:13][CH2:14][CH2:15]1.[H-:25].[Na+:26]>>[C:1]1(=[O:16])[CH:2]([C:17]([O:18][CH2:19][CH3:20])=[O:21])[CH2:3][CH2:4][CH2:5][CH2:6][CH2:7][CH2:8][CH2:9][CH2:10][CH2:11][CH2:12][CH2:13][CH2:14][CH2:15]1. Starting materials: CO, Cl, [Li+], [OH-], O, O, COC(=O)c1cc2cnccc2s1. Yields the product O=C(O)c1cc2cnccc2s1. As a reaction SMILES: [CH3:18][OH:19].[ClH:17].[Li+:15].[OH-:14].[OH2:16].[OH2:20].[s:1]1[c:2]([C:10](=[O:11])[O:12][CH3:13])[cH:3][c:4]2[cH:5][n:6][cH:7][cH:8][c:9]12>>[s:1]1[c:2]([C:10](=[O:11])[OH:12])[cH:3][c:4]2[cH:5][n:6][cH:7][cH:8][c:9]12. Reactants: Br, COc1ccc2c(c1)CCC(N1CCN(c3ccccc3C)CC1)C2. The product is Cc1ccccc1N1CCN(C2CCc3cc(O)ccc3C2)CC1. RXN SMILES: [BrH:26].[CH3:1][O:2][c:3]1[cH:4][c:5]2[c:10]([cH:11][cH:12]1)[CH2:9][CH:8]([N:13]1[CH2:14][CH2:15][N:16]([c:19]3[c:20]([CH3:25])[cH:21][cH:22][cH:23][cH:24]3)[CH2:17][CH2:18]1)[CH2:7][CH2:6]2>>[OH:2][c:3]1[cH:4][c:5]2[c:10]([cH:11][cH:12]1)[CH2:9][CH:8]([N:13]1[CH2:14][CH2:15][N:16]([c:19]3[c:20]([CH3:25])[cH:21][cH:22][cH:23][cH:24]3)[CH2:17][CH2:18]1)[CH2:7][CH2:6]2. Reactants: O=C([O-])[O-], CNC(=O)c1c(-c2ccc(F)cc2)oc2nc(NS(C)(=O)=O)c(I)cc12, CC(C)=O, CI, [K+], [K+]. The product is CNC(=O)c1c(-c2ccc(F)cc2)oc2nc(N(C)S(C)(=O)=O)c(I)cc12. Reaction SMILES: [C:27](=[O:28])([O-:29])[O-:30].[CH3:1][NH:2][C:3](=[O:4])[c:5]1[c:6](-[c:20]2[cH:21][cH:22][c:23]([F:26])[cH:24][cH:25]2)[o:7][c:8]2[n:9][c:10]([NH:15][S:16](=[O:17])(=[O:18])[CH3:19])[c:11]([I:14])[cH:12][c:13]12.[CH3:35][C:36](=[O:37])[CH3:38].[I:33][CH3:34].[K+:31].[K+:32]>>[CH3:1][NH:2][C:3](=[O:4])[c:5]1[c:6](-[c:20]2[cH:21][cH:22][c:23]([F:26])[cH:24][cH:25]2)[o:7][c:8]2[n:9][c:10]([N:15]([S:16](=[O:17])(=[O:18])[CH3:19])[CH3:27])[c:11]([I:14])[cH:12][c:13]12. Reactants: Oc1c(Cl)cc(Cl)cc1Br, CS(=O)(=O)OCC(F)F, [K+], [K+], O=C([O-])[O-], CN(C)C=O. Yields the product FC(F)COc1c(Cl)cc(Cl)cc1Br. RXN SMILES: [Br:1][c:2]1[c:3]([OH:10])[c:4]([Cl:9])[cH:5][c:6]([Cl:8])[cH:7]1.[F:17][CH:18]([CH2:19][O:20][S:21]([CH3:22])(=[O:23])=[O:24])[F:25].[K+:11].[K+:12].[O-:13][C:14]([O-:15])=[O:16].[O:26]=[CH:27][N:28]([CH3:29])[CH3:30]>>[Br:1][c:2]1[c:3]([O:10][CH2:19][CH:18]([F:17])[F:25])[c:4]([Cl:9])[cH:5][c:6]([Cl:8])[cH:7]1.